Dataset: the Open Reaction Database (ORD), a public repository of structured organic reaction records. Task: describe an organic reaction: reactants, conditions, products, and yield Reactants: BrC1(CC(=C(C=C1)[N+](=O)[O-])OC)OC (4bromo-2,4-dimethoxy-nitrobenzene). The reagents and catalysts are [Fe] (iron). The solvent is C(C)(=O)O (acetic acid), C(C)O (ethanol). Reaction conditions: temperature 120 celsius. The product is BrC1(CC(=C(C=C1)N)OC)OC (4Bromo-2,4-dimethoxy-phenylamine). RXN SMILES: [Br:1][C:2]1([O:13][CH3:14])[CH:7]=[CH:6][C:5]([N+:8]([O-])=O)=[C:4]([O:11][CH3:12])[CH2:3]1>C(O)(=O)C.C(O)C.[Fe]>[Br:1][C:2]1([O:13][CH3:14])[CH:7]=[CH:6][C:5]([NH2:8])=[C:4]([O:11][CH3:12])[CH2:3]1. Reported procedure: A suspension of 4bromo-2,4-dimethoxy-nitrobenzene (0.48 g) and iron powder (0.42 g) in acetic acid (10 mL) and ethanol (10 mL) is heated to 120° C. for approximately 5 hours. The mixture is then cooled, filtered, and concentrated under reduced pressure. Water is added and the mixture is cooled in an ice bath and neutralized with solid potassium carbonate and then extracted with dichloromethane. These organic extracts are washed with saturated aqueous sodium chloride, dried over anhydrous sodium ... Starting materials: C(C1=CC=CC=C1)(=O)C1=C(C=CC(=C1)Cl)NS(=O)(=O)C(F)(F)F (N-(2-benzoyl-4-chlorophenyl)trifluoromethanesulfonamide), Cl.ClC=1C=C(CON)C=CC1Cl (O-(3,4-dichlorobenzyl)hydroxylamine hydrochloride), CC(=O)[O-].[Na+] (NaOAc). Solvent: CCO (EtOH). The product is ClC1=CC(=C(C=C1)NS(=O)(=O)C(F)(F)F)C(C1=CC=CC=C1)=NOCC1=CC(=C(C=C1)Cl)Cl (N-{4-chloro-2-[(3,4-dichlorobenzyloxyimino)phenylmethyl]phenyl}trifluoromethanesulfonamide). Isolated yield 51.0%. As a reaction SMILES: [C:1]([C:9]1[CH:14]=[C:13]([Cl:15])[CH:12]=[CH:11][C:10]=1[NH:16][S:17]([C:20]([F:23])([F:22])[F:21])(=[O:19])=[O:18])(=O)[C:2]1[CH:7]=[CH:6][CH:5]=[CH:4][CH:3]=1.Cl.[Cl:25][C:26]1[CH:27]=[C:28]([CH:32]=[CH:33][C:34]=1[Cl:35])[CH2:29][O:30][NH2:31].CC([O-])=O.[Na+]>CCO>[Cl:15][C:13]1[CH:12]=[CH:11][C:10]([NH:16][S:17]([C:20]([F:23])([F:22])[F:21])(=[O:19])=[O:18])=[C:9]([C:1](=[N:31][O:30][CH2:29][C:28]2[CH:32]=[CH:33][C:34]([Cl:35])=[C:26]([Cl:25])[CH:27]=2)[C:2]2[CH:7]=[CH:6][CH:5]=[CH:4][CH:3]=2)[CH:14]=1 |f:1.2,3.4|. Reported procedure: A solution of N-(2-benzoyl-4-chlorophenyl)trifluoromethanesulfonamide 25 (710 mg, 1.95 mmol), O-(3,4-dichlorobenzyl)hydroxylamine hydrochloride (468 .mg, 2.05 mmol) and anhydrous NaOAc (168 mg, 2.05 mmol) in EtOH (50 mL) was stirred for 15 hours at RT. The reaction mixture was concentrated under vacuum, the residue filtered through a pad of silica (eluting with CH2Cl2/PE, 3:2) and the solvent removed under reduced pressure. An isomeric mixture of E- and Z-oxime ether derivatives was obtained, wh... RXN SMILES: Br[C:2]1[CH:11]=[CH:10]C=C2[C:3]=1[CH:4]=[CH:5]C=[C:7]2[CH2:12][OH:13].CC1C=C(C(F)(F)F)C=CC=1B(O)O.C([O-])([O-])=O.[K+].[K+].[O:34]1CCO[CH2:36][CH2:35]1>CCOC(C)=O.C1C=CC([P]([Pd]([P](C2C=CC=CC=2)(C2C=CC=CC=2)C2C=CC=CC=2)([P](C2C=CC=CC=2)(C2C=CC=CC=2)C2C=CC=CC=2)[P](C2C=CC=CC=2)(C2C=CC=CC=2)C2C=CC=CC=2)(C2C=CC=CC=2)C2C=CC=CC=2)=CC=1.O>[CH3:36][CH2:35][O:34][C:12]([CH3:7])=[O:13].[CH3:10][CH2:11][CH2:2][CH2:3][CH2:4][CH3:5] |f:2.3.4,9.10,^1:49,51,70,89|. The solvent is CCOC(=O)C (EtOAc), O (H2O). Reported procedure: (5-Bromonaphthalen-1-yl)methanol (165 mg), 2-methyl-4-trifluoromethylphenylboronic acid (170 mg, 1.2 eq.), Pd(PPh3)4 (80 mg, 0.1 eq.), and K2CO3 (288 mg, 3 eq.) were combined in a flask with 5 mL dioxane and 2.5 mL H2O and degassed. Reaction mixture was then refluxed at 100° C. overnight. Solution was cooled to room temperature then diluted with EtOAc and washed with saturated NaHCO3. The organic layer was dried over sodium sulfate and concentrated. Chromatography achieved using ISCO max gradien... The reagents and catalysts are C=1C=CC(=CC1)[P](C=2C=CC=CC2)(C=3C=CC=CC3)[Pd]([P](C=4C=CC=CC4)(C=5C=CC=CC5)C=6C=CC=CC6)([P](C=7C=CC=CC7)(C=8C=CC=CC8)C=9C=CC=CC9)[P](C=1C=CC=CC1)(C=1C=CC=CC1)C=1C=CC=CC1 (Pd(PPh3)4). Yields the product CCOC(=O)C.CCCCCC (EtOAc hexane). Run at temperature 100 celsius. Yield: 95.0%. Starting materials: BrC1=C2C=CC=C(C2=CC=C1)CO ((5-Bromonaphthalen-1-yl)methanol), CC1=C(C=CC(=C1)C(F)(F)F)B(O)O (2-methyl-4-trifluoromethylphenylboronic acid), C(=O)([O-])[O-].[K+].[K+] (K2CO3), O1CCOCC1 (dioxane). The reactants are [I-].[Na+] (sodium-iodide), N,N-dimethylene-ethylene-diamine, BrC=1C(=CC(=NC1)C(=O)N1CCC2=CC(=CC=C12)F)N1CCC(CC1)N1C(NC2=C(CC1)C=C(C=C2)OC)=O (3-[5′-bromo-2′-(5-fluoro-2,3-dihydro-indole-1-carbonyl)-3,4,5,6-tetrahydro-2H-[1,4′]bipyridinyl-4-yl]-7-methoxy-1,3,4,5-tetrahydro-benzo[d][1,3]diazepin-2-one), CN(C)C=O (DMF). The reagents and catalysts are [Cu](I)I (copper iodide). Solvent: O1CCOCC1 (1,4-dioxane), O (water). Run at temperature 110 celsius, time 8 hour. Product: FC=1C=C2CCN(C2=CC1)C(=O)C1=NC=C(C(=C1)N1CCC(CC1)N1C(NC2=C(CC1)C=C(C=C2)OC)=O)I (3-[2′-(5-fluoro-2,3-dihydro-indole-1-carbonyl)-5′-iodo-3,4,5,6-tetrahydro-2H-[1,4′]bipyridinyl-4-yl]-7-methoxy-1,3,4,5-tetrahydro-benzo[d][1,3]-diazepin-2-one). As a reaction SMILES: [I-:1].[Na+].Br[C:4]1[C:5]([N:22]2[CH2:27][CH2:26][CH:25]([N:28]3[CH2:34][CH2:33][C:32]4[CH:35]=[C:36]([O:39][CH3:40])[CH:37]=[CH:38][C:31]=4[NH:30][C:29]3=[O:41])[CH2:24][CH2:23]2)=[CH:6][C:7]([C:10]([N:12]2[C:20]3[C:15](=[CH:16][C:17]([F:21])=[CH:18][CH:19]=3)[CH2:14][CH2:13]2)=[O:11])=[N:8][CH:9]=1.CN(C=O)C>O1CCOCC1.O.[Cu](I)I>[F:21][C:17]1[CH:16]=[C:15]2[C:20](=[CH:19][CH:18]=1)[N:12]([C:10]([C:7]1[CH:6]=[C:5]([N:22]3[CH2:27][CH2:26][CH:25]([N:28]4[CH2:34][CH2:33][C:32]5[CH:35]=[C:36]([O:39][CH3:40])[CH:37]=[CH:38][C:31]=5[NH:30][C:29]4=[O:41])[CH2:24][CH2:23]3)[C:4]([I:1])=[CH:9][N:8]=1)=[O:11])[CH2:13][CH2:14]2 |f:0.1|. Procedure details: Under a nitrogen atmosphere 91 mg (0.61 mmol) sodium-iodide, 6 mg (0.03 mmol) copper iodide and 0.09 mL (0.01 mmol) N,N-dimethylene-ethylene-diamine were added to 0.18 g (0.30 mmol) 3-[5′-bromo-2′-(5-fluoro-2,3-dihydro-indole-1-carbonyl)-3,4,5,6-tetrahydro-2H-[1,4′]bipyridinyl-4-yl]-7-methoxy-1,3,4,5-tetrahydro-benzo[d][1,3]diazepin-2-one in 1.0 mL 1,4-dioxane and the mixture was stirred overnight at 110° C. Then an additional 0.3 mL DMF was added and the reaction mixture was stirred for a furth... RXN SMILES: [CH2:41]([Al+:42][CH2:43][CH:44]([CH3:45])[CH3:46])[CH:47]([CH3:48])[CH3:49].[CH3:1][CH:2]([CH2:3][CH2:4][N:5]([c:6]1[s:7][cH:8][c:9](-[c:11]2[cH:12][cH:13][c:14]([C:17]([F:18])([F:19])[F:20])[cH:15][cH:16]2)[n:10]1)[CH2:21][c:22]1[cH:23][cH:24][c:25]([C:26](=[O:27])[O:28][CH3:29])[cH:30][cH:31]1)[CH3:32].[CH3:33][c:34]1[cH:35][cH:36][cH:37][cH:38][cH:39]1.[H-:40].[O:50]1[CH2:51][CH2:52][CH2:53][CH2:54]1>>[CH3:1][CH:2]([CH2:3][CH2:4][N:5]([c:6]1[s:7][cH:8][c:9](-[c:11]2[cH:12][cH:13][c:14]([C:17]([F:18])([F:19])[F:20])[cH:15][cH:16]2)[n:10]1)[CH2:21][c:22]1[cH:23][cH:24][c:25]([CH2:26][OH:27])[cH:30][cH:31]1)[CH3:32]. Product: CC(C)CCN(Cc1ccc(CO)cc1)c1nc(-c2ccc(C(F)(F)F)cc2)cs1. The reactants are CC(C)C[Al+]CC(C)C, COC(=O)c1ccc(CN(CCC(C)C)c2nc(-c3ccc(C(F)(F)F)cc3)cs2)cc1, Cc1ccccc1, [H-], C1CCOC1.